Dataset: the Open Reaction Database (ORD), a public repository of structured organic reaction records. Task: describe an organic reaction: reactants, conditions, products, and yield Reactants: C1CCOC1, [Li]C, CC(C)c1ccc2nc(NC(Cc3ccccc3)C(=O)O)sc2c1, C[Si](C)(C)Cl. RXN SMILES: [CH2:32]1[O:33][CH2:34][CH2:35][CH2:36]1.[CH3:25][Li:26].[CH:1]([CH3:2])([CH3:3])[c:4]1[cH:5][c:6]2[c:7]([n:8][c:9]([NH:11][CH:12]([CH2:13][c:14]3[cH:15][cH:16][cH:17][cH:18][cH:19]3)[C:20](=[O:21])[OH:22])[s:10]2)[cH:23][cH:24]1.[Cl:27][Si:28]([CH3:29])([CH3:30])[CH3:31]>>[CH:1]([CH3:2])([CH3:3])[c:4]1[cH:5][c:6]2[c:7]([n:8][c:9]([NH:11][CH:12]([CH2:13][c:14]3[cH:15][cH:16][cH:17][cH:18][cH:19]3)[C:20](=[O:21])[CH3:29])[s:10]2)[cH:23][cH:24]1. Yields the product CC(=O)C(Cc1ccccc1)Nc1nc2ccc(C(C)C)cc2s1. Reactants: O=C(O)C(=O)O, Clc1ccccc1CC1CCNC1, O=C(O)c1cnoc1-c1ccc(C(F)(F)F)cc1. The product is O=C(c1cnoc1-c1ccc(C(F)(F)F)cc1)N1CCC(Cc2ccccc2Cl)C1. RXN SMILES: [C:19]([OH:20])(=[O:21])[C:22]([OH:23])=[O:24].[Cl:25][c:26]1[c:27]([CH2:28][CH:29]2[CH2:30][NH:31][CH2:32][CH2:33]2)[cH:34][cH:35][cH:36][cH:37]1.[F:1][C:2]([c:3]1[cH:4][cH:5][c:6](-[c:9]2[c:10]([C:14](=[O:15])[OH:16])[cH:11][n:12][o:13]2)[cH:7][cH:8]1)([F:17])[F:18]>>[F:1][C:2]([c:3]1[cH:4][cH:5][c:6](-[c:9]2[c:10]([C:14](=[O:16])[N:31]3[CH2:30][CH:29]([CH2:28][c:27]4[c:26]([Cl:25])[cH:37][cH:36][cH:35][cH:34]4)[CH2:33][CH2:32]3)[cH:11][n:12][o:13]2)[cH:7][cH:8]1)([F:17])[F:18]. The reactants are OS(=O)(=O)O (H2SO4), C(C1=CC=CC=C1)C1(CCCCC1)C(C(=O)OCC)C#N (ethyl 2-(1-benzylcyclohexyl)-2-cyanoacetate), Ice water. Run in CCOCC (Et2O). Conditions: time 7 hour. Yields the product NC1=C(C2(CC3=CC=CC=C13)CCCCC2)C(=O)OCC (Ethyl 4′-amino-1′H-spiro[cyclohexane-1,2-naphthalene]-3′-carboxylate). RXN SMILES: OS(O)(=O)=O.[CH2:6]([C:13]1([CH:19]([C:25]#[N:26])[C:20]([O:22][CH2:23][CH3:24])=[O:21])[CH2:18][CH2:17][CH2:16][CH2:15][CH2:14]1)[C:7]1[CH:12]=[CH:11][CH:10]=[CH:9][CH:8]=1>CCOCC>[NH2:26][C:25]1[C:12]2[C:7](=[CH:8][CH:9]=[CH:10][CH:11]=2)[CH2:6][C:13]2([CH2:18][CH2:17][CH2:16][CH2:15][CH2:14]2)[C:19]=1[C:20]([O:22][CH2:23][CH3:24])=[O:21]. Procedure details: Concentrated H2SO4 (4.59 ml) was added dropwise to ethyl 2-(1-benzylcyclohexyl)-2-cyanoacetate (2.46 g, 8.62 mmol) at 0° C. The mixture was stirred at room temperature for 7 h. Ice water was added to the mixture resulting in a precipitate. The precipitate was taken up in Et2O and washed with 28% NH3 solution. The organics were washed with water, dried over Na2SO4, filtered, and concentrated to an orange oil. Starting materials: C(C)N1CCP(CC1)(=O)C1=CC(=C(N)C=C1)OC (4-(1-ethyl-4-oxido-1,4-azaphosphinan-4-yl)-2-methoxyaniline), ClC1=NC=C(C(=N1)Cl)Cl (2,4,5-trichloropyrimidine), ClC1=NC=C(C(=N1)NC1=C(C=C(C=C1)P1(CCN(CC1)CC)=O)OC)Cl (2,5-dichloro-N-[4-(1-ethyl-4-oxido-1,4-azaphosphinan-4-yl)-2-methoxyphenyl]pyrimidin-4-amine), ClC1=NC=C(C(=N1)NC1=C(C=C(C=C1)P1(CCN(CC1)CC)=O)OC)Cl (2,5-dichloro-N-[4-(1-ethyl-4-oxido-1,4-azaphosphinan-4-yl)-2-methoxyphenyl]pyrimidin-4-amine), C1(CC1)C1=CN=C(O1)N (5-cyclopropyl-1,3-oxazol-2-amine). Yields the product ClC=1C(=NC(=NC1)NC=1OC(=CN1)C1CC1)NC1=C(C=C(C=C1)P1(CCN(CC1)CC)=O)OC (5-chloro-N2-(5-cyclopropyl-1,3-oxazol-2-yl)-N4-[4-(1-ethyl-4-oxido-1,4-azaphosphinan-4-yl)-2-methoxyphenyl]pyrimidine-2,4-diamine). RXN SMILES: C(N1CCP(C2C=CC(N)=C(OC)C=2)(=O)CC1)C.ClC1N=C(Cl)C(Cl)=CN=1.Cl[C:29]1[N:34]=[C:33]([NH:35][C:36]2[CH:41]=[CH:40][C:39]([P:42]3(=[O:50])[CH2:47][CH2:46][N:45]([CH2:48][CH3:49])[CH2:44][CH2:43]3)=[CH:38][C:37]=2[O:51][CH3:52])[C:32]([Cl:53])=[CH:31][N:30]=1.[CH:54]1([C:57]2[O:61][C:60]([NH2:62])=[N:59][CH:58]=2)[CH2:56][CH2:55]1>>[Cl:53][C:32]1[C:33]([NH:35][C:36]2[CH:41]=[CH:40][C:39]([P:42]3(=[O:50])[CH2:47][CH2:46][N:45]([CH2:48][CH3:49])[CH2:44][CH2:43]3)=[CH:38][C:37]=2[O:51][CH3:52])=[N:34][C:29]([NH:62][C:60]2[O:61][C:57]([CH:54]3[CH2:56][CH2:55]3)=[CH:58][N:59]=2)=[N:30][CH:31]=1. Procedure: This compound can be prepared as in Example 32 by reacting 4-(1-ethyl-4-oxido-1,4-azaphosphinan-4-yl)-2-methoxyaniline with 2,4,5-trichloropyrimidine to generate 2,5-dichloro-N-[4-(1-ethyl-4-oxido-1,4-azaphosphinan-4-yl)-2-methoxyphenyl]pyrimidin-4-amine. 2,5-dichloro-N-[4-(1-ethyl-4-oxido-1,4-azaphosphinan-4-yl)-2-methoxyphenyl]pyrimidin-4-amine is then reacted with 5-cyclopropyl-1,3-oxazol-2-amine according to the procedure described in Example 32. Reactants: ClC1=CC=C(C=2CC(OC21)C)N2N=C(C(NC2=O)=O)C(=O)O (2-(7-chloro-2,3-dihydro-2-methyl-4-benzofuranyl)-2,3,4,5-tetrahydro-3,5-dioxo-1,2,4-triazine-6-carboxylic acid). The solvent is C1=CC=C(C=C1)C2=CC=CC=C2.C1=CC=C(C=C1)OC2=CC=CC=C2 (Dowtherm), petroleum ether. Product: ClC1=CC=C(C=2CC(OC21)C)N2N=CC(NC2=O)=O (2-(7-chloro-2,3-dihydro-2-methyl-4-benzofuranyl)-1,2,4-triazine-3,5(2H,4H)-dione), ( 32E ). RXN SMILES: [Cl:1][C:2]1[C:10]2[O:9][CH:8]([CH3:11])[CH2:7][C:6]=2[C:5]([N:12]2[C:17](=[O:18])[NH:16][C:15](=[O:19])[C:14](C(O)=O)=[N:13]2)=[CH:4][CH:3]=1>C1C=CC(C2C=CC=CC=2)=CC=1.C1C=CC(OC2C=CC=CC=2)=CC=1>[Cl:1][C:2]1[C:10]2[O:9][CH:8]([CH3:11])[CH2:7][C:6]=2[C:5]([N:12]2[C:17](=[O:18])[NH:16][C:15](=[O:19])[CH:14]=[N:13]2)=[CH:4][CH:3]=1 |f:1.2|. Reported procedure: A mixture of 8.0 g of 32D and 80 mL of Dowtherm® was heated at 200°-250° C. for 2 hours, cooled to room temperature, diluted with petroleum ether and filtered. The collected solid phase was dried under reduced pressure, and recrystallized from ethyl acetate/petroleum ether to give 2-(7-chloro-2,3-dihydro-2-methyl-4-benzofuranyl)-1,2,4-triazine-3,5(2H,4H)-dione, (32E) as a tan solid, m.p.: 184°-186° C. Starting materials: Nc1nccc(-c2ccccn2)n1, [Na+], [Na+], O=[N+]([O-])[O-], [OH-], O=S(=O)(O)O. Product: O=c1nc(-c2ccccn2)cc[nH]1. Reaction SMILES: [NH2:1][c:2]1[n:3][cH:4][cH:5][c:6](-[c:8]2[n:9][cH:10][cH:11][cH:12][cH:13]2)[n:7]1.[Na+:14].[Na+:20].[O-:15][N+:16](=[O:17])[O-:18].[OH-:19].[S:21](=[O:22])(=[O:23])([OH:24])[OH:25]>>[c:2]1(=[O:15])[nH:3][cH:4][cH:5][c:6](-[c:8]2[n:9][cH:10][cH:11][cH:12][cH:13]2)[n:7]1. Starting materials: C(C)(=O)[O-] (acetate), C12C(CC(C=C1)C2)C(=O)OC(C)(C)C (t-butyl 5-norbornene-2-carboxylate), C(C)C12C(CC(C=C1)C2)C(=O)OO (2-hydroxy ethyl-5-norbornene- 2-carboxylate), C12C(CC(C=C1)C2)C(=O)O (5-norbornene-2-carboxylic acid), CC(C)(C#N)N=NC(C)(C)C#N (AIBN). The solvent is solvent. Yields the product C(C)(=O)[O-].C12C(CC(C=C1)C2)C(=O)[O-].C12C(CC(C=C1)C2)C(=O)OCCO.C12C(CC(C=C1)C2)C(=O)O (acetate 5-norbornene-2- carboxylate 2-hydroxyethyl 5-norbornene-2-carboxylate 5-norbornene-2-carboxylic acid). Reaction SMILES: [C:1]([O-:4])(=[O:3])[CH3:2].[CH:5]12[CH2:11][CH:8]([CH:9]=[CH:10]1)[CH2:7][CH:6]2[C:12]([O:14]C(C)(C)C)=[O:13].C([C:21]12[CH2:27][CH:24]([CH:25]=[CH:26]1)[CH2:23][CH:22]2[C:28]([O:30]O)=[O:29])C.[CH:32]12[CH2:38][CH:35]([CH:36]=[CH:37]1)[CH2:34][CH:33]2[C:39]([OH:41])=[O:40].CC(N=NC(C#N)(C)C)(C#N)C>>[C:1]([O-:4])(=[O:3])[CH3:2].[CH:5]12[CH2:11][CH:8]([CH:9]=[CH:10]1)[CH2:7][CH:6]2[C:12]([O-:14])=[O:13].[CH:21]12[CH2:27][CH:24]([CH:25]=[CH:26]1)[CH2:23][CH:22]2[C:28]([O:30][CH2:33][CH2:39][OH:40])=[O:29].[CH:32]12[CH2:38][CH:35]([CH:36]=[CH:37]1)[CH2:34][CH:33]2[C:39]([OH:41])=[O:40] |f:5.6.7.8|. Procedure: 3-Maleimidepropyl acetate (6) (0.5 to 1 mol), 0.01 to 1 mol of t-butyl-5-norbornene-2-carboxylate (19), 0.05 to 1 mol of 2-hydroxy ethyl 5-norbornene-2-carboxylate (21), and 0.01 to 0.3 mol of 5-norbornene-2-carboxylic acid (20) were dissolved in 240 to 290 g of THE solvent to which was added 0.5 to 20 g of AIBN as a polymerization initiator. The reaction mixture was allowed to react at 60° C. to 75° C. for 4 to 24 hours under an argon atmosphere. The resulting crude resin was precipitated with ... Starting materials: [OH-].[Na+] (NaOH), OC1=CC=C(C=C1)C(CC)=O (1-(4-hydroxy-phenyl)-propan-1-one), ClCC=1C(=C(C=C(C1C)C)C)C (3-Chloromethyl-1,2,4,5-tetramethyl-benzene). Solvent: CCO (EtOH), O (water). Run at time 8 hour. Product: CC1=C(COC2=CC=C(C=C2)C(CC)=O)C(=C(C=C1C)C)C (1-[4-(2,3,5,6-Tetramethyl-benzyloxy)-phenyl]-propan-1-one). Yield: 67.5%. As a reaction SMILES: [OH-].[Na+].[OH:3][C:4]1[CH:9]=[CH:8][C:7]([C:10](=[O:13])[CH2:11][CH3:12])=[CH:6][CH:5]=1.Cl[CH2:15][C:16]1[C:17]([CH3:25])=[C:18]([CH3:24])[CH:19]=[C:20]([CH3:23])[C:21]=1[CH3:22]>CCO.O>[CH3:22][C:21]1[C:20]([CH3:23])=[CH:19][C:18]([CH3:24])=[C:17]([CH3:25])[C:16]=1[CH2:15][O:3][C:4]1[CH:5]=[CH:6][C:7]([C:10](=[O:13])[CH2:11][CH3:12])=[CH:8][CH:9]=1 |f:0.1|. Reported procedure: NaOH (1.6 g, 40 mmol) is added to the solution of 1-(4-hydroxy-phenyl)-propan-1-one (3.0 g, 20 mmol) in EtOH (50 mL) and water (30 mL), followed by the addition of 3-Chloromethyl-1,2,4,5-tetramethyl-benzene (5.5 g, 30 mol). The resulting mixture is heated to turn into clear solution and stirred at room temperature overnight. The reaction is quenched by 1N HCl and extracted with ethyl acetate (3×100 mL). The combined organic layers are washed with water, brine, dried (MgSO4), concentrated and chr... The reagents and catalysts are dcypt. Run at temperature 150 celsius, time 24 hour. Reactants: COc1ccc(C(C)=O)cc1 (effective_coupling_partner), CC(C)(C)C(=O)Oc1cccc2cccnc12 (substrate). Product: COc3ccc(C(=O)Cc1cccc2cccnc12)cc3. The reactants are CN1CCCNCC1, Cl, [K+], O=N[O-], [Na+], [OH-], O. The product is CN1CCCN(N=O)CC1. As a reaction SMILES: [CH3:1][N:2]1[CH2:3][CH2:4][NH:5][CH2:6][CH2:7][CH2:8]1.[ClH:15].[K+:14].[N:9](=[O:10])[O-:11].[Na+:12].[OH-:13].[OH2:16]>>[CH3:1][N:2]1[CH2:3][CH2:4][N:5]([N:9]=[O:10])[CH2:6][CH2:7][CH2:8]1.